From a dataset of the Open Reaction Database (ORD), a public repository of structured organic reaction records. describe an organic reaction: reactants, conditions, products, and yield RXN SMILES: [CH3:1][C:2]1([CH3:15])[O:11][C:10]2[C:5](=[CH:6][C:7]([C:12]#[N:13])=[CH:8][CH:9]=2)[CH:4]2[O:14][CH:3]12.[S:16]1[C:20]2[CH:21]=[CH:22][CH:23]=[CH:24][C:19]=2[C:18](=[O:25])[NH:17]1>>[S:16]1[C:20]2[CH:21]=[CH:22][CH:23]=[CH:24][C:19]=2[C:18]([O:25][CH:4]2[C:5]3[C:10](=[CH:9][CH:8]=[C:7]([C:12]#[N:13])[CH:6]=3)[O:11][C:2]([CH3:1])([CH3:15])[CH:3]2[OH:14])=[N:17]1. Procedure details: Following the procedure in Example 1, using (±)-2,2-dimethyl-1a,7b-dihydro-2H-1,3-dioxa-cyclopropa[a]naphthalene-6-carbonitrile and benzo[d]isothiazol-3-one as starting material, the title compound was prepared as a white solid. The reactants are CC1(C2C(C3=CC(=CC=C3O1)C#N)O2)C ((±)-2,2-dimethyl-1a,7b-dihydro-2H-1,3-dioxa-cyclopropa[a]naphthalene-6-carbonitrile), S1NC(C2=C1C=CC=C2)=O (benzo[d]isothiazol-3-one). Product: S1N=C(C2=C1C=CC=C2)OC2C(C(OC1=CC=C(C=C21)C#N)(C)C)O (4-(Benzo[d]isothiazol-3-yloxy)-3-hydroxy-2,2-dimethyl-chroman-6-carbonitrile). Starting materials: Cc1[nH]c(C(=O)O)cc1C#N, ClCCCl, CCN(C(C)C)C(C)C, Cl, NC(=O)c1cc(Cl)nc(N2CCC(N)CC2)c1, CN(C)C=O. Yields the product Cc1[nH]c(C(=O)NC2CCN(c3cc(C(N)=O)cc(Cl)n3)CC2)cc1C#N. Reaction SMILES: [C:14](#[N:15])[c:16]1[cH:17][c:18]([C:22](=[O:23])[OH:24])[nH:19][c:20]1[CH3:21].[CH2:10]([Cl:11])[CH2:12][Cl:13].[CH:1]([N:2]([CH:3]([CH3:4])[CH3:5])[CH2:6][CH3:7])([CH3:8])[CH3:9].[ClH:25].[NH2:26][CH:27]1[CH2:28][CH2:29][N:30]([c:33]2[cH:34][c:35]([C:36](=[O:37])[NH2:38])[cH:39][c:40]([Cl:42])[n:41]2)[CH2:31][CH2:32]1.[O:43]=[CH:44][N:45]([CH3:46])[CH3:47]>>[C:14](#[N:15])[c:16]1[cH:17][c:18]([C:22](=[O:24])[NH:26][CH:27]2[CH2:28][CH2:29][N:30]([c:33]3[cH:34][c:35]([C:36](=[O:37])[NH2:38])[cH:39][c:40]([Cl:42])[n:41]3)[CH2:31][CH2:32]2)[nH:19][c:20]1[CH3:21]. Starting materials: F[B-](F)(F)F, Cc1ccccc1C(=O)O, Clc1ccc2nc(NC3CCNC3)oc2c1, Cl, CN(C)C=O, CN(C)C(On1nnc2ccccc21)=[N+](C)C. Product: Cc1ccccc1C(=O)N1CCC(Nc2nc3ccc(Cl)cc3o2)C1. As a reaction SMILES: [B-:28]([F:29])([F:30])([F:31])[F:32].[CH3:18][c:19]1[c:20]([C:21](=[O:22])[OH:23])[cH:24][cH:25][cH:26][cH:27]1.[Cl:1][c:2]1[cH:3][c:4]2[c:5]([n:6][c:7]([NH:9][CH:10]3[CH2:11][NH:12][CH2:13][CH2:14]3)[o:8]2)[cH:15][cH:16]1.[ClH:17].[O:50]=[CH:51][N:52]([CH3:53])[CH3:54].[n:33]1([O:34][C:35]([N:36]([CH3:37])[CH3:38])=[N+:39]([CH3:40])[CH3:41])[c:42]2[cH:43][cH:44][cH:45][cH:46][c:47]2[n:48][n:49]1>>[Cl:1][c:2]1[cH:3][c:4]2[c:5]([n:6][c:7]([NH:9][CH:10]3[CH2:11][N:12]([C:21]([c:20]4[c:19]([CH3:18])[cH:27][cH:26][cH:25][cH:24]4)=[O:22])[CH2:13][CH2:14]3)[o:8]2)[cH:15][cH:16]1. Reactants: O=C(CC(=O)OCC)C1CCOCC1 (ethyl 3-oxo-3-(tetrahydro-2H-pyran-4-yl)propanoate), CC1=C(C=CC=C1C(F)(F)F)CC=1C(=NNC1N)N (4-{[2-methyl-3-(trifluoromethyl)phenyl]methyl}-1H-pyrazole-3,5-diamine), Cl (hydrochloric acid). Run in CO (methanol), CO (Methanol). Conditions: temperature 65 celsius. The product is NC1=NN2C(N=C(C=C2O)C2CCOCC2)=C1CC1=C(C(=CC=C1)C(F)(F)F)C (2-amino-3-(2-methyl-3-(trifluoromethyl)benzyl)-5-(tetrahydro-2H-pyran-4-yl)pyrazolo[1,5-a]pyrimidin-7-ol). As a reaction SMILES: O=[C:2]([CH:9]1[CH2:14][CH2:13][O:12][CH2:11][CH2:10]1)[CH2:3][C:4]([O:6]CC)=O.[CH3:15][C:16]1[C:21]([C:22]([F:25])([F:24])[F:23])=[CH:20][CH:19]=[CH:18][C:17]=1[CH2:26][C:27]1[C:28]([NH2:33])=[N:29][NH:30][C:31]=1[NH2:32].Cl>CO>[NH2:32][C:31]1[C:27]([CH2:26][C:17]2[CH:18]=[CH:19][CH:20]=[C:21]([C:22]([F:24])([F:23])[F:25])[C:16]=2[CH3:15])=[C:28]2[N:33]=[C:2]([CH:9]3[CH2:10][CH2:11][O:12][CH2:13][CH2:14]3)[CH:3]=[C:4]([OH:6])[N:29]2[N:30]=1. Procedure details: To a mixture of ethyl 3-oxo-3-(tetrahydro-2H-pyran-4-yl)propanoate (0.2 g, 0.999 mmol) and 4-{[2-methyl-3-(trifluoromethyl)phenyl]methyl}-1H-pyrazole-3,5-diamine (0.270 g, 0.999 mmol) was added Methanol (4 mL) and hydrochloric acid (0.4 mL, 0.500 mmol) in methanol (1.25 N). The reaction vessel was sealed and heated at 65° C. for 6 days. The reaction mixture was concentrated to 1 mL. The solid was filtered and wash with methanol (2 ml×3) and dried (0.19 g, 45%). 1H NMR (400 MHz, DMSO-d6) δ ppm 1.... Reported procedure: 6-Bromonicotinic acid (200 mg, 0.99 mmol) was heated at reflux in thionyl chloride (2 ml) for 3 hrs. The reaction was allowed to cool to room temperature and the excess thionyl chloride evaporated under vacuum. The residue was dissolved in DCM (2 ml), 3-methoxybenzylamine (137 mg, 0.10 mmol) and sodium carbonate (500 mg) were added to the solution. The reaction was stirred at room temperature for 4 hrs, filtered and the filtrate reduced to dryness under vacuum to give 6-chloro-N-(3-methoxybenzyl... Yields the product ClC1=NC=C(C(=O)NCC2=CC(=CC=C2)OC)C=C1 (6-chloro-N-(3-methoxybenzyl)nicotinamide). Reaction conditions: time 4 hour. As a reaction SMILES: Br[C:2]1[CH:10]=[CH:9][C:5]([C:6]([OH:8])=O)=[CH:4][N:3]=1.[CH3:11][O:12][C:13]1[CH:14]=[C:15]([CH:18]=[CH:19][CH:20]=1)[CH2:16][NH2:17].C(=O)([O-])[O-].[Na+].[Na+].S(Cl)([Cl:29])=O>>[Cl:29][C:2]1[CH:10]=[CH:9][C:5]([C:6]([NH:17][CH2:16][C:15]2[CH:18]=[CH:19][CH:20]=[C:13]([O:12][CH3:11])[CH:14]=2)=[O:8])=[CH:4][N:3]=1 |f:2.3.4|. Reactants: BrC1=NC=C(C(=O)O)C=C1 (6-Bromonicotinic acid), S(=O)(Cl)Cl (thionyl chloride), COC=1C=C(CN)C=CC1 (3-methoxybenzylamine), C([O-])([O-])=O.[Na+].[Na+] (sodium carbonate). Reactants: C1(CC1)CN1C(NC(C2=CC(=CC=C12)Cl)C1=CC=CC=C1)=O (1-cyclopropylmethyl-4-phenyl-6-chloro-3,4-dihydro-2(1H)-quinazolinone), O.N (ammonia water), [H-].[Na+] (sodium hydride), C(C)N(CCCl)CC (β-diethylaminoethyl chloride). Solvent: O (water), CN(C=O)C (dimethylformamide). Conditions: temperature 100 celsius, time 8 hour. Product: C1(CC1)CN1C(N(C(C2=CC(=CC=C12)Cl)C1=CC=CC=C1)CCN(CC)CC)=O (1-cyclopropylmethyl-3-(β-diethylaminoethyl)-3,4-dihydro-4-phenyl-6-chloro-2(1H)-quinazolinone). As a reaction SMILES: [CH:1]1([CH2:4][N:5]2[C:14]3[C:9](=[CH:10][C:11]([Cl:15])=[CH:12][CH:13]=3)[CH:8]([C:16]3[CH:21]=[CH:20][CH:19]=[CH:18][CH:17]=3)[NH:7][C:6]2=[O:22])[CH2:3][CH2:2]1.[H-].[Na+].[CH2:25]([N:27]([CH2:31][CH3:32])[CH2:28][CH2:29]Cl)[CH3:26].O.N>O.CN(C)C=O>[CH:1]1([CH2:4][N:5]2[C:14]3[C:9](=[CH:10][C:11]([Cl:15])=[CH:12][CH:13]=3)[CH:8]([C:16]3[CH:17]=[CH:18][CH:19]=[CH:20][CH:21]=3)[N:7]([CH2:26][CH2:25][N:27]([CH2:31][CH3:32])[CH2:28][CH3:29])[C:6]2=[O:22])[CH2:2][CH2:3]1 |f:1.2,4.5|. Reported procedure: To a solution of 3.1 g. of 1-cyclopropylmethyl-4-phenyl-6-chloro-3,4-dihydro-2(1H)-quinazolinone in 50 ml. of dimethylformamide was added 0.42 g. of 63% sodium hydride, and the resulting mixture was stirred at 50° C. for 30 minutes. Thereafter, 2.7 g. of β-diethylaminoethyl chloride was added, and the mixture was stirred at 100° C. for 8 hours. After cooling, the reaction mixture was poured into 300 ml. of water, and ammonia water was added thereto to make alkaline. The resulting mixture was ext... Starting materials: C1(=CC=CC=C1)C=1CCC2=CC=CC=C2C1C(C1=CC=C(C=C1)OC)=O (3-phenyl-4-(4-methoxybenzoyl)-1,2-dihydronaphthalene), ClC=1C(C(=C(C(C1Cl)=O)C#N)C#N)=O (2,3-dichloro-5,6-dicyano-1,4-benzoquinone). The solvent is O1CCOCC1 (dioxane). The product is COC1=CC=C(C(=O)C2=C(C=CC3=CC=CC=C23)C2=CC=CC=C2)C=C1 (1-(4-methoxybenzoyl)-2-phenylnaphthalene). As a reaction SMILES: [C:1]1([C:7]2[CH2:8][CH2:9][C:10]3[C:15]([C:16]=2[C:17](=[O:26])[C:18]2[CH:23]=[CH:22][C:21]([O:24][CH3:25])=[CH:20][CH:19]=2)=[CH:14][CH:13]=[CH:12][CH:11]=3)[CH:6]=[CH:5][CH:4]=[CH:3][CH:2]=1.ClC1C(=O)C(C#N)=C(C#N)C(=O)C=1Cl>O1CCOCC1>[CH3:25][O:24][C:21]1[CH:22]=[CH:23][C:18]([C:17]([C:16]2[C:15]3[C:10](=[CH:11][CH:12]=[CH:13][CH:14]=3)[CH:9]=[CH:8][C:7]=2[C:1]2[CH:2]=[CH:3][CH:4]=[CH:5][CH:6]=2)=[O:26])=[CH:19][CH:20]=1. Procedure details: To 30 ml. of dioxane were added 1.90 grams (5.58 mmoles) of 3-phenyl-4-(4-methoxybenzoyl)-1,2-dihydronaphthalene (prepared as in Example 3) and 2.00 grams (8.81 mmoles) of 2,3-dichloro-5,6-dicyano-1,4-benzoquinone. The resulting mixture was heated at reflux for twelve hours in a nitrogen atmosphere. The mixture then was cooled and evaporated to dryness. Water and ether were added to the residue. The ether layer was separated and washed 5 times with 20 ml. portions of 5 N sodium hydroxide and the... Reactants: C(C1=CC=CC=C1)(=O)NC1=NC(N([C@H]2[C@H](OCCCCCCCCC)[C@H](O)[C@@H](CO)O2)C=C1)=O (N4-Benzoyl-2'-O-nonylcytidine), COC=1C(=C(C(C2=CC=CC=C2)(C2=CC=CC=C2)Cl)C=CC1)OC (dimethoxytrityl chloride). Yields the product C(C1=CC=CC=C1)(=O)NC1=NC(N([C@H]2[C@H](OCCCCCCCCC)[C@H](O)[C@@H](COC(C3=C(C(=CC=C3)OC)OC)(C3=CC=CC=C3)C3=CC=CC=C3)O2)C=C1)=O (N4-Benzoyl-5'-O-(dimethoxytrityl)-2'-O-nonylcytidine). The yield is 96.7%. As a reaction SMILES: [C:1]([NH:9][C:10]1[CH:33]=[CH:32][N:13]([C@@H:14]2[O:31][C@H:28]([CH2:29][OH:30])[C@@H:26]([OH:27])[C@H:15]2[O:16][CH2:17][CH2:18][CH2:19][CH2:20][CH2:21][CH2:22][CH2:23][CH2:24][CH3:25])[C:12](=[O:34])[N:11]=1)(=[O:8])[C:2]1[CH:7]=[CH:6][CH:5]=[CH:4][CH:3]=1.[CH3:35][O:36][C:37]1[C:38]([O:57][CH3:58])=[C:39]([CH:54]=[CH:55][CH:56]=1)[C:40](Cl)([C:47]1[CH:52]=[CH:51][CH:50]=[CH:49][CH:48]=1)[C:41]1[CH:46]=[CH:45][CH:44]=[CH:43][CH:42]=1>>[C:1]([NH:9][C:10]1[CH:33]=[CH:32][N:13]([C@@H:14]2[O:31][C@H:28]([CH2:29][O:30][C:40]([C:47]3[CH:52]=[CH:51][CH:50]=[CH:49][CH:48]=3)([C:41]3[CH:42]=[CH:43][CH:44]=[CH:45][CH:46]=3)[C:39]3[CH:54]=[CH:55][CH:56]=[C:37]([O:36][CH3:35])[C:38]=3[O:57][CH3:58])[C@@H:26]([OH:27])[C@H:15]2[O:16][CH2:17][CH2:18][CH2:19][CH2:20][CH2:21][CH2:22][CH2:23][CH2:24][CH3:25])[C:12](=[O:34])[N:11]=1)(=[O:8])[C:2]1[CH:3]=[CH:4][CH:5]=[CH:6][CH:7]=1. Reported procedure: N4-Benzoyl-2'-O-nonylcytidine (2.67 g, 0.0056 mol) was treated with dimethoxytrityl chloride (2.0 g, 1.1 eq) as per the procedure of Example 72 to give 4.2 g of pure product. Anal. Calcd. for C46H53N3O8.1/2H2O: C, 70.39; H, 6.93; N, 5.35. Found: C, 71.20; H, 6.88; N, 5.41. Reactants: C(C)(C)(C)OC(NC1=C(C=C(C=C1)C#CC1=C(C=C(C=C1)F)F)[N+](=O)[O-])=O ([4-(2,4-difluoro-phenylethynyl)-2-nitro-phenyl]-carbamic acid tert.-butyl ester), O.O.Cl[Sn]Cl (SnCl2.2H2O). The product is C(C)(C)(C)OC(NC1=C(C=C(C=C1)C#CC1=C(C=C(C=C1)F)F)N)=O ([2-Amino-4-(2,4-difluoro-phenylethynyl)-phenyl]-carbamic acid tert.-butyl ester). The yield is 99.9%. Reaction SMILES: [C:1]([O:5][C:6](=[O:27])[NH:7][C:8]1[CH:13]=[CH:12][C:11]([C:14]#[C:15][C:16]2[CH:21]=[CH:20][C:19]([F:22])=[CH:18][C:17]=2[F:23])=[CH:10][C:9]=1[N+:24]([O-])=O)([CH3:4])([CH3:3])[CH3:2].O.O.Cl[Sn]Cl>>[C:1]([O:5][C:6](=[O:27])[NH:7][C:8]1[CH:13]=[CH:12][C:11]([C:14]#[C:15][C:16]2[CH:21]=[CH:20][C:19]([F:22])=[CH:18][C:17]=2[F:23])=[CH:10][C:9]=1[NH2:24])([CH3:4])([CH3:2])[CH3:3] |f:1.2.3|. Reported procedure: Prepared from [4-(2,4-difluoro-phenylethynyl)-2-nitro-phenyl]-carbamic acid tert.-butyl ester (Example F11) (750 mg, 2 mmol) by reduction with SnCl2.2H2O (2.26 g, 10 mmol) according to the general procedure G (method b). Obtained as a brown solid (688 mg).